Dataset: the Open Reaction Database (ORD), a public repository of structured organic reaction records. Task: describe an organic reaction: reactants, conditions, products, and yield Reactants: C(C)(C)(C)OO (tert-butyl hydroperoxide), OC1CC(N(C(C1)(C)C)O)(C)C (4-hydroxy-1-oxyl-2,2,6,6-tetramethylpiperidine), C(C)C1=CC=CC=C1 (ethylbenzene). Reagents/catalysts: [Mo](=O)(=O)=O (molybdenum trioxide). Solvent: O (water). Conditions: temperature 120 celsius. The product is OC1CC(N(C(C1)(C)C)OC(C1=CC=CC=C1)C)(C)C (4-Hydroxy-1-alpha-methylbenzyloxy-2,2,6,6-tetramethylpiperidine). Isolated yield 53.0%. As a reaction SMILES: C(OO)(C)(C)C.[OH:7][CH:8]1[CH2:13][C:12]([CH3:15])([CH3:14])[N:11]([OH:16])[C:10]([CH3:18])([CH3:17])[CH2:9]1.[CH2:19]([C:21]1[CH:26]=[CH:25][CH:24]=[CH:23][CH:22]=1)[CH3:20]>[Mo](=O)(=O)=O.O>[OH:7][CH:8]1[CH2:13][C:12]([CH3:14])([CH3:15])[N:11]([O:16][CH:19]([CH3:20])[C:21]2[CH:26]=[CH:25][CH:24]=[CH:23][CH:22]=2)[C:10]([CH3:18])([CH3:17])[CH2:9]1. Procedure details: 70% Aqueous tert-butyl hydroperoxide (74.8 grams, 609 mmol) is added over 30 minutes to a mixture of 35.0 grams (203 mmol) of 4-hydroxy-1-oxyl-2,2,6,6-tetramethylpiperidine, 2.0 grams of molybdenum trioxide and 200 ml of ethylbenzene which is heated to 120° C. The reaction mixture is maintained at reflux throughout the addition and water is collected in a Dean-Stark trap. The red mixture is heated at reflux for three hours after the addition is complete in order to discharge the red color of the... The reactants are CO, COC(=O)c1ccc2cnc(C(=O)c3ccc([N+](=O)[O-])c(OC)c3)n2c1, [Na+], C1COCCO1, [OH-]. Yields the product COc1cc(C(=O)c2ncc3ccc(C(=O)O)cn23)ccc1[N+](=O)[O-]. As a reaction SMILES: [CH3:35][OH:36].[CH3:3][O:4][c:5]1[cH:6][c:7]([C:8](=[O:9])[c:10]2[n:11][cH:12][c:13]3[n:14]2[cH:15][c:16]([C:19](=[O:20])[O:21][CH3:22])[cH:17][cH:18]3)[cH:23][cH:24][c:25]1[N+:26](=[O:27])[O-:28].[Na+:2].[O:29]1[CH2:30][CH2:31][O:32][CH2:33][CH2:34]1.[OH-:1]>>[CH3:3][O:4][c:5]1[cH:6][c:7]([C:8](=[O:9])[c:10]2[n:11][cH:12][c:13]3[n:14]2[cH:15][c:16]([C:19](=[O:20])[OH:21])[cH:17][cH:18]3)[cH:23][cH:24][c:25]1[N+:26](=[O:27])[O-:28].